This data is from the Open Reaction Database (ORD), a public repository of structured organic reaction records. The task is: describe an organic reaction: reactants, conditions, products, and yield Reactants: C1(CCCCC1)S(=O)CC1=CC=C(C=C1)NC(=O)C=1CCOC2=C(C1)C=C(C=C2)C2=CC=C(C=C2)C (N-(4-(cyclohexylsulfinylmethyl)-phenyl)-7-(4-methylphenyl)-2,3-dihydro-1-benzoxepine-4-carboxamide), ClC1=CC(=CC=C1)C(=O)OO (m-chloroperbenzoic acid), S(=S)(=O)([O-])[O-].[Na+].[Na+] (sodium thiosulfate). Run in C(Cl)(Cl)Cl (chloroform). Run at time 30 minute. The product is C1(CCCCC1)S(=O)(=O)CC1=CC=C(C=C1)NC(=O)C=1CCOC2=C(C1)C=C(C=C2)C2=CC=C(C=C2)C (N-(4-(cyclohexylsulfonylmethyl)-phenyl)-7-(4-methylphenyl)-2,3-dihydro-1-benzoxepine-4-carboxamide). Yield: 82.0%. As a reaction SMILES: [CH:1]1([S:7]([CH2:9][C:10]2[CH:15]=[CH:14][C:13]([NH:16][C:17]([C:19]3[CH2:20][CH2:21][O:22][C:23]4[CH:29]=[CH:28][C:27]([C:30]5[CH:35]=[CH:34][C:33]([CH3:36])=[CH:32][CH:31]=5)=[CH:26][C:24]=4[CH:25]=3)=[O:18])=[CH:12][CH:11]=2)=[O:8])[CH2:6][CH2:5][CH2:4][CH2:3][CH2:2]1.ClC1C=CC=C(C(OO)=[O:45])C=1.S([O-])([O-])(=O)=S.[Na+].[Na+]>C(Cl)(Cl)Cl>[CH:1]1([S:7]([CH2:9][C:10]2[CH:11]=[CH:12][C:13]([NH:16][C:17]([C:19]3[CH2:20][CH2:21][O:22][C:23]4[CH:29]=[CH:28][C:27]([C:30]5[CH:31]=[CH:32][C:33]([CH3:36])=[CH:34][CH:35]=5)=[CH:26][C:24]=4[CH:25]=3)=[O:18])=[CH:14][CH:15]=2)(=[O:45])=[O:8])[CH2:6][CH2:5][CH2:4][CH2:3][CH2:2]1 |f:2.3.4|. Procedure: To a solution of N-(4-(cyclohexylsulfinylmethyl)-phenyl)-7-(4-methylphenyl)-2,3-dihydro-1-benzoxepine-4-carboxamide (0.13g) in chloroform (45ml) was added 70% m-chloroperbenzoic acid (mCPBA) (0.097g) under ice-cooling, and the mixture was stirred at room temperature for 30 minutes. To the mixture was added sodium thiosulfate solution, and the mixture was washed with sodium hydrogen carbonate solution and water, and dried with anhydrous magnesium sulfate. Under reduced pressure, the solvent was e... Reactants: NC1=CC=CC=C1 (aniline), C1(=CC=CC=C1)S(=O)(=O)N1C(=C2C=3C(=CC(=CC13)Cl)CCC2CC(=O)O)C(=O)OC (methyl 1-benzenesulfonyl-7-chloro-3-carboxymethyl-1,3,4,5-tetrahydrobenz[cd]indole-2-carboxylate), ON1N=NC2=C1C=CC=C2 (1-hydroxy-benzotriazole), C(C)N=C=NCCCN(C)C (1-ethyl-3-(3-dimethylaminopropyl)carbodiimide), Cl (HCl). Run in CN(C)C=O (DMF). Run at time 20 hour. The product is C1(=CC=CC=C1)S(=O)(=O)N1C(=C2C=3C(=CC(=CC13)Cl)CCC2CC(NC2=CC=CC=C2)=O)C(=O)OC (Methyl 1-benzenesulfonyl-7-chloro-3-phenylcarbamoylmethyl-1,3,4,5-tetrahydrobenz[cd]indole-2-carboxylate). The yield is 111.9%. As a reaction SMILES: [NH2:1][C:2]1[CH:7]=[CH:6][CH:5]=[CH:4][CH:3]=1.[C:8]1([S:14]([N:17]2[C:25]3[CH:24]=[C:23]([Cl:26])[CH:22]=[C:21]4[CH2:27][CH2:28][CH:29]([CH2:30][C:31]([OH:33])=O)[C:19]([C:20]=34)=[C:18]2[C:34]([O:36][CH3:37])=[O:35])(=[O:16])=[O:15])[CH:13]=[CH:12][CH:11]=[CH:10][CH:9]=1.ON1C2C=CC=CC=2N=N1.C(N=C=NCCCN(C)C)C.Cl>CN(C=O)C>[C:8]1([S:14]([N:17]2[C:25]3[CH:24]=[C:23]([Cl:26])[CH:22]=[C:21]4[CH2:27][CH2:28][CH:29]([CH2:30][C:31](=[O:33])[NH:1][C:2]5[CH:7]=[CH:6][CH:5]=[CH:4][CH:3]=5)[C:19]([C:20]=34)=[C:18]2[C:34]([O:36][CH3:37])=[O:35])(=[O:15])=[O:16])[CH:13]=[CH:12][CH:11]=[CH:10][CH:9]=1. Reported procedure: A mixture of aniline (27.4 mg, 0.303 mmol), methyl 1-benzenesulfonyl-7-chloro-3-carboxymethyl-1,3,4,5-tetrahydrobenz[cd]indole-2-carboxylate (120 mg, 0.275 mmol), 1-hydroxy-benzotriazole (46 mg, 0.303 mmol), and 1-ethyl-3-(3-dimethylaminopropyl)carbodiimide (47 mg, 0.303 mmol) in DMF (2.5 mL) was stirred for 20 h at room temperature, acidified to pH 1 by adding 1N HCl, and extracted with 1:1 toluene/ethyl acetate. The organic layer was washed successively with 1N HCl, water, saturated sodium bic... Reactants: ClC=1C=C(C(=O)OC)C=CC1O (methyl 3-chloro-4-hydroxybenzoate), NN (hydrazine). Solvent: C(C)O (ethanol). Product: ClC=1C=C(C(=O)NN)C=CC1O (3-chloro-4-hydroxybenzoic acid hydrazide). The yield is 60.0%. As a reaction SMILES: [Cl:1][C:2]1[CH:3]=[C:4]([CH:9]=[CH:10][C:11]=1[OH:12])[C:5](OC)=[O:6].[NH2:13][NH2:14]>C(O)C>[Cl:1][C:2]1[CH:3]=[C:4]([CH:9]=[CH:10][C:11]=1[OH:12])[C:5]([NH:13][NH2:14])=[O:6]. Reported procedure: To a sample of methyl 3-chloro-4-hydroxybenzoate (2 g) dissolved in ethanol (50 mL) was added hydrazine (1.8 mL). The reaction was refluxed overnight under nitrogen. Upon cooling the reaction vessel, the desired product crystallized out of solution. The white solid was isolated by filtration. Recrystallization from hot ethanol gave the 3-chloro-4-hydroxybenzoic acid hydrazide in 60% yield. The reactants are C([O-])([O-])=O.[K+].[K+] (potassium carbonate), C(C)(=O)OCC1=C(C(N(CO1)C(C(=O)OCC1=CC=CC=C1)(C)C)=O)C1=CC=CC=C1 (benzyl 2-(6-acetoxymethyl-2,3-dihydro-4-oxo-5-phenyl-4H-1,3-oxazin-3-yl)-2-methylpropanoate). Run in O (water), CO (methanol). Reaction conditions: time 1 hour. Yields the product OCC1=C(C(N(CO1)C(C(=O)OCC1=CC=CC=C1)(C)C)=O)C1=CC=CC=C1 (benzyl 2-(2,3-dihydro-6-hydroxymethyl-4-oxo-5-phenyl-4H-1,3-oxazin-3-yl)-2-methylpropanoate). Isolated yield 103.2%. RXN SMILES: C(=O)([O-])[O-].[K+].[K+].C([O:10][CH2:11][C:12]1[O:17][CH2:16][N:15]([C:18]([CH3:30])([CH3:29])[C:19]([O:21][CH2:22][C:23]2[CH:28]=[CH:27][CH:26]=[CH:25][CH:24]=2)=[O:20])[C:14](=[O:31])[C:13]=1[C:32]1[CH:37]=[CH:36][CH:35]=[CH:34][CH:33]=1)(=O)C>O.CO>[OH:10][CH2:11][C:12]1[O:17][CH2:16][N:15]([C:18]([CH3:30])([CH3:29])[C:19]([O:21][CH2:22][C:23]2[CH:28]=[CH:27][CH:26]=[CH:25][CH:24]=2)=[O:20])[C:14](=[O:31])[C:13]=1[C:32]1[CH:33]=[CH:34][CH:35]=[CH:36][CH:37]=1 |f:0.1.2|. Procedure: A solution of potassium carbonate (0.96 g) in water was added in portions to a stirred solution of benzyl 2-(6-acetoxymethyl-2,3-dihydro-4-oxo-5-phenyl-4H-1,3-oxazin-3-yl)-2-methylpropanoate (2.70 g) in methanol at 0° C. The mixture was stirred at ambient temperature for 1 hour and the solvent was evaporated under reduced pressure. The residue was acidified with 2 M hydrochloric acid, extracted with diethyl ether, the extract was dried (magnesium sulphate) and the solvent evaporated under reduce... Reactants: FC(C=1C=C(C=CC1CN1CCN(CC1)C)NC(=O)N1C2=C(CCCC1)C=C(C=C2)OC2=NC(=NC(=C2)Cl)N)(F)F (7-(2-amino-6-chloro-pyrimidin-4-yloxy)-2,3,4,5-tetrahydro-benzo[b]azepine-1-carboxylic acid [3-trifluoromethyl-4-(4-methylpiperazin-1-ylmethyl)-phenyl]-amide). The reagents and catalysts are [Pd] (Pd/C). Solvent: CO (methanol). Yields the product FC(C=1C=C(C=CC1CN1CCN(CC1)C)NC(=O)N1C2=C(CCCC1)C=C(C=C2)OC2=NC(=NC=C2)N)(F)F (7-(2-Amino-pyrimidin-4-yloxy)-2,3,4,5-tetrahydro-benzo[b]azepine-1-carboxylic acid [3-trifluoromethyl-4-(4-methylpiperazin-1-ylmethyl)-phenyl]-amide). RXN SMILES: [F:1][C:2]([F:41])([F:40])[C:3]1[CH:4]=[C:5]([NH:17][C:18]([N:20]2[CH2:26][CH2:25][CH2:24][CH2:23][C:22]3[CH:27]=[C:28]([O:31][C:32]4[CH:37]=[C:36](Cl)[N:35]=[C:34]([NH2:39])[N:33]=4)[CH:29]=[CH:30][C:21]2=3)=[O:19])[CH:6]=[CH:7][C:8]=1[CH2:9][N:10]1[CH2:15][CH2:14][N:13]([CH3:16])[CH2:12][CH2:11]1>CO.[Pd]>[F:41][C:2]([F:1])([F:40])[C:3]1[CH:4]=[C:5]([NH:17][C:18]([N:20]2[CH2:26][CH2:25][CH2:24][CH2:23][C:22]3[CH:27]=[C:28]([O:31][C:32]4[CH:37]=[CH:36][N:35]=[C:34]([NH2:39])[N:33]=4)[CH:29]=[CH:30][C:21]2=3)=[O:19])[CH:6]=[CH:7][C:8]=1[CH2:9][N:10]1[CH2:15][CH2:14][N:13]([CH3:16])[CH2:12][CH2:11]1. Procedure: 250 mg (0.42 mMol) of 7-(2-amino-6-chloro-pyrimidin-4-yloxy)-2,3,4,5-tetrahydro-benzo[b]azepine-1-carboxylic acid [3-trifluoromethyl-4-(4-methylpiperazin-1-ylmethyl)-phenyl]-amide in 35 ml methanol are hydrogenated in the presence of 160 mg Pd/C (10%; Engelhard 4505). The catalyst is filtered off, the filtrate diluted with EtOAc and sat. Na2CO3/H2O 1:1 and the separated aqueous layer extracted twice with water. The organic layers are washed with water and brine, dried (Na2SO4) and concentrated. ... Reported procedure: A mixture of 1-(aminomethyl)cyclopropanecarbonitrile (0.67 g, 7.0 mmol), 4-(4-bromo-2-cyclopropyl-1-((2-(trimethylsilyl)ethoxy)methyl)-1H-imidazol-5-yl)-2-chloropyrimidine (2.01 g, 4.7 mmol), DIEA (1.64 ml, 9.35 mmol), Na2CO3 (0.99 g, 9.4 mmol) and NMP (2 mL) was heated at 110° C. for 25 hours. The reaction mixture was allowed to cool to room temperature and partitioned between EtOAc (10 mL) and water (20 mL). The layers were separated and the organic portion was sequentially washed with water (... Starting materials: NCC1(CC1)C#N (1-(aminomethyl)cyclopropanecarbonitrile), BrC=1N=C(N(C1C1=NC(=NC=C1)Cl)COCC[Si](C)(C)C)C1CC1 (4-(4-bromo-2-cyclopropyl-1-((2-(trimethylsilyl)ethoxy)methyl)-1H-imidazol-5-yl)-2-chloropyrimidine), CCN(C(C)C)C(C)C (DIEA), C(=O)([O-])[O-].[Na+].[Na+] (Na2CO3). Reaction SMILES: [NH2:1][CH2:2][C:3]1([C:6]#[N:7])[CH2:5][CH2:4]1.[Br:8][C:9]1[N:10]=[C:11]([CH:29]2[CH2:31][CH2:30]2)[N:12]([CH2:21][O:22][CH2:23][CH2:24][Si:25]([CH3:28])([CH3:27])[CH3:26])[C:13]=1[C:14]1[CH:19]=[CH:18][N:17]=[C:16](Cl)[N:15]=1.CCN(C(C)C)C(C)C.C([O-])([O-])=O.[Na+].[Na+]>CN1C(=O)CCC1>[Br:8][C:9]1[N:10]=[C:11]([CH:29]2[CH2:31][CH2:30]2)[N:12]([CH2:21][O:22][CH2:23][CH2:24][Si:25]([CH3:26])([CH3:27])[CH3:28])[C:13]=1[C:14]1[CH:19]=[CH:18][N:17]=[C:16]([NH:7][CH2:6][C:3]2([C:2]#[N:1])[CH2:5][CH2:4]2)[N:15]=1 |f:3.4.5|. The solvent is CN1CCCC1=O (NMP). Yields the product BrC=1N=C(N(C1C1=NC(=NC=C1)NCC1(CC1)C#N)COCC[Si](C)(C)C)C1CC1 (1-((4-(4-bromo-2-cyclopropyl-1-((2-(trimethylsilyl)ethoxy)methyl)-1H-imidazol-5-yl)pyrimidin-2-ylamino)methyl)cyclopropanecarbonitrile). Yield: 65.1%. Reaction conditions: temperature 110 celsius. Reaction SMILES: [Cl:1][C:2]1[CH:3]=[C:4]2[CH:10]=[C:9]([CH2:11][OH:12])[NH:8][C:5]2=[CH:6][N:7]=1>C(Cl)Cl.[O-2].[O-2].[Mn+4]>[Cl:1][C:2]1[CH:3]=[C:4]2[CH:10]=[C:9]([CH:11]=[O:12])[NH:8][C:5]2=[CH:6][N:7]=1 |f:2.3.4|. The yield is 70.2%. The reagents and catalysts are [O-2].[O-2].[Mn+4] (Manganese dioxide). Procedure: (5-Chloro-1H-pyrrolo[2,3-c]pyridin-2-yl)methanol (225 mg, 1.23 mmol) was dissolved in methylene chloride (25 mL). Manganese dioxide (1.07 g, 12.3 mmol) was added and the reaction mixture was stirred for 4 days. The reaction mixture was filtered through diatomaceous earth and the filter cake was washed several times with hot ethyl acetate. The filtrate was concentrated to give 5-chloro-1H-pyrrolo[2,3-c]pyridine-2-carboxaldehyde (156 mg, 70%) as a tan solid: 1H NMR (300 MHz, Acetone-d6) δ7.43 (1H,... The reactants are ClC=1C=C2C(=CN1)NC(=C2)CO ((5-Chloro-1H-pyrrolo[2,3-c]pyridin-2-yl)methanol). Yields the product ClC=1C=C2C(=CN1)NC(=C2)C=O (5-chloro-1H-pyrrolo[2,3-c]pyridine-2-carboxaldehyde). Run in C(Cl)Cl (methylene chloride). Conditions: time 4 day.